This data is from the Open Reaction Database (ORD), a public repository of structured organic reaction records. The task is: describe an organic reaction: reactants, conditions, products, and yield The reactants are ClC=1C=C(C=C(C1)Cl)C1(CC(=NO1)C1=CC(=C(C=O)C=C1)C)C(F)(F)F (4-[5-(3,5-dichloro-phenyl)-5-trifluoromethyl-4,5-dihydro-isoxazol-3-yl]-2-methyl-benzaldehyde), ClC=1C=C(C=C(C1)Cl)C1(CC(=NO1)C1=CC(=C(C=O)C=C1)C)C(F)(F)F (4-[5-(3,5-Dichloro-phenyl)-5-trifluoromethyl-4,5-dihydro-isoxazol-3-yl]-2-methyl-benzaldehyde), C(C)(C)(C)OC(CON)=O (amino-oxyacetic-acid-tert-butyl-ester), C1(=CC=C(C=C1)S(=O)(=O)O)C (p-toluene sulfonic acid). Run in C1(=CC=CC=C1)C (toluene). Yields the product C(C)(C)(C)OC(CO/N=C/C1=C(C=C(C=C1)C1=NOC(C1)(C(F)(F)F)C1=CC(=CC(=C1)Cl)Cl)C)=O ([1-{4-[5-(3,5-Dichloro-phenyl)-5-trifluoromethyl-4,5-dihydro-isoxazol-3-yl]-2-methyl-phenyl}-meth-(E)-ylideneaminooxy]-acetic acid tert-butyl ester). Isolated yield 56.0%. RXN SMILES: [Cl:1][C:2]1[CH:3]=[C:4]([C:9]2([C:23]([F:26])([F:25])[F:24])[O:13][N:12]=[C:11]([C:14]3[CH:21]=[CH:20][C:17]([CH:18]=O)=[C:16]([CH3:22])[CH:15]=3)[CH2:10]2)[CH:5]=[C:6]([Cl:8])[CH:7]=1.[C:27]([O:31][C:32](=[O:36])[CH2:33][O:34][NH2:35])([CH3:30])([CH3:29])[CH3:28].C1(C)C=CC(S(O)(=O)=O)=CC=1>C1(C)C=CC=CC=1>[C:27]([O:31][C:32](=[O:36])[CH2:33][O:34]/[N:35]=[CH:18]/[C:17]1[CH:20]=[CH:21][C:14]([C:11]2[CH2:10][C:9]([C:4]3[CH:3]=[C:2]([Cl:1])[CH:7]=[C:6]([Cl:8])[CH:5]=3)([C:23]([F:26])([F:24])[F:25])[O:13][N:12]=2)=[CH:15][C:16]=1[CH3:22])([CH3:30])([CH3:29])[CH3:28]. Procedure details: A mixture of 4-[5-(3,5-dichloro-phenyl)-5-trifluoromethyl-4,5-dihydro-isoxazol-3-yl]-2-methyl-benzaldehyde (i.e. the product of Step 1, Example 1, 1.00 g), amino-oxyacetic-acid-tert-butyl-ester (403 mg), p-toluene sulfonic acid (43 mg) and toluene (20 mL) were heated to reflux for 30 min. After cooling, the mixture was washed with water, and the organic layer was dried over Na2SO4. After evaporation the residue was purified by flash chromatography on silica gel to yield the title compound (745 m... Reactants: CCCCCCC(Br)C(Br)c1ccccc1OCCCC(=O)OCC, CC(C)(C)[O-], CS(C)=O, [K+]. The product is CCCCCCC#Cc1ccccc1OCCCC(=O)OCC. As a reaction SMILES: [Br:1][CH:2]([CH:3]([CH2:4][CH2:5][CH2:6][CH2:7][CH2:8][CH3:9])[Br:10])[c:11]1[c:12]([O:13][CH2:14][CH2:15][CH2:16][C:17](=[O:18])[O:19][CH2:20][CH3:21])[cH:22][cH:23][cH:24][cH:25]1.[CH3:26][C:27]([CH3:28])([O-:29])[CH3:30].[CH3:32][S:33]([CH3:34])=[O:35].[K+:31]>>[C:2](#[C:3][CH2:4][CH2:5][CH2:6][CH2:7][CH2:8][CH3:9])[c:11]1[c:12]([O:13][CH2:14][CH2:15][CH2:16][C:17](=[O:18])[O:19][CH2:20][CH3:21])[cH:22][cH:23][cH:24][cH:25]1. The reactants are BrBr (bromine), COC(=O)C1CSCC1=O (4-oxotetrahydro-3-thiophencarboxylic acid methyl ester), ClC1=C(N)C(=CC=C1)Cl (2,6-dichloroaniline), C1(=CC=C(C=C1)S(=O)(=O)O)C (p-toluenesulfonic acid), S(=O)([O-])[O-].[Na+].[Na+] (sodium sulfite). Run in O (water), ClC(C)Cl (dichloroethane), ClC(C)Cl (dichloroethane). Conditions: time 5 minute. Yields the product COC(=O)C1=CSC=C1NC1=C(C=CC=C1Cl)Cl (4-(2,6-dichloroanilino)-3-thiophencarboxylic acid methyl ester). Reaction SMILES: [CH3:1][O:2][C:3]([CH:5]1[C:9](=O)[CH2:8][S:7][CH2:6]1)=[O:4].[Cl:11][C:12]1[CH:18]=[CH:17][CH:16]=[C:15]([Cl:19])[C:13]=1[NH2:14].C1(C)C=CC(S(O)(=O)=O)=CC=1.BrBr.S([O-])([O-])=O.[Na+].[Na+]>ClC(Cl)C.O>[CH3:1][O:2][C:3]([C:5]1[C:9]([NH:14][C:13]2[C:12]([Cl:11])=[CH:18][CH:17]=[CH:16][C:15]=2[Cl:19])=[CH:8][S:7][CH:6]=1)=[O:4] |f:4.5.6|. Procedure: 15.9 g (0.1 mole) of 4-oxotetrahydro-3-thiophencarboxylic acid methyl ester, 17.5 g of 2,6-dichloroaniline and 200 mg of p-toluenesulfonic acid are heated in 500 ml of dichloroethane for six hours using a water separator. The solution is cooled to -25° and 52.5 g of bromine in 100 ml of dichloroethane are added dropwise. The mixture is stirred for a further 5 minutes; 100 ml of 10 percent strength (aq) sodium sulfite solution are added thereto, and the organic phase is separated off, washed with... Reactants: C1CCOC1, CCCCCC, COc1ccccc1C(C#N)c1ccccc1, CN(C)CCCCl, [Li]CCCC, CC(C)NC(C)C. Product: COc1ccccc1C(C#N)(CCCN(C)C)c1ccccc1, Cl. As a reaction SMILES: [CH2:43]1[O:44][CH2:45][CH2:46][CH2:47]1.[CH3:13][CH2:14][CH2:15][CH2:16][CH2:17][CH3:18].[CH3:19][O:20][c:21]1[c:22]([CH:27]([C:28]#[N:29])[c:30]2[cH:31][cH:32][cH:33][cH:34][cH:35]2)[cH:23][cH:24][cH:25][cH:26]1.[CH3:36][N:37]([CH2:38][CH2:39][CH2:40][Cl:41])[CH3:42].[CH3:8][CH2:9][CH2:10][CH2:11][Li:12].[CH:1]([NH:2][CH:3]([CH3:4])[CH3:5])([CH3:6])[CH3:7]>>[CH3:19][O:20][c:21]1[c:22]([C:27]([C:28]#[N:29])([c:30]2[cH:31][cH:32][cH:33][cH:34][cH:35]2)[CH2:40][CH2:39][CH2:38][N:37]([CH3:36])[CH3:42])[cH:23][cH:24][cH:25][cH:26]1.[ClH:41].